From a dataset of the Open Reaction Database (ORD), a public repository of structured organic reaction records. describe an organic reaction: reactants, conditions, products, and yield The reactants are OCCBr, Cc1nnc(-c2ccc(-c3ccc(C(=O)N4CCc5cc6c(cc54)C4(CCNCC4)CO6)cc3)c(C)c2)o1, CCO, [Na+], [Na+], O=C([O-])[O-]. Product: Cc1nnc(-c2ccc(-c3ccc(C(=O)N4CCc5cc6c(cc54)C4(CCN(CCO)CC4)CO6)cc3)c(C)c2)o1. RXN SMILES: [Br:45][CH2:46][CH2:47][OH:48].[CH3:1][c:2]1[c:3](-[c:14]2[cH:15][cH:16][c:17]([C:20](=[O:21])[N:22]3[CH2:23][CH2:24][c:25]4[cH:26][c:27]5[c:28]([cH:29][c:30]43)[C:31]3([CH2:32][O:33]5)[CH2:34][CH2:35][NH:36][CH2:37][CH2:38]3)[cH:18][cH:19]2)[cH:4][cH:5][c:6](-[c:8]2[o:9][c:10]([CH3:13])[n:11][n:12]2)[cH:7]1.[CH3:49][CH2:50][OH:51].[Na+:39].[Na+:40].[O-:41][C:42](=[O:43])[O-:44]>>[CH3:1][c:2]1[c:3](-[c:14]2[cH:15][cH:16][c:17]([C:20](=[O:21])[N:22]3[CH2:23][CH2:24][c:25]4[cH:26][c:27]5[c:28]([cH:29][c:30]43)[C:31]3([CH2:32][O:33]5)[CH2:34][CH2:35][N:36]([CH2:46][CH2:47][OH:48])[CH2:37][CH2:38]3)[cH:18][cH:19]2)[cH:4][cH:5][c:6](-[c:8]2[o:9][c:10]([CH3:13])[n:11][n:12]2)[cH:7]1. Reactants: CCCC[N+](CCCC)(CCCC)CCCC, CC1=CC=C(C(C)C)C(C#N)(O[Si](C)(C)C)CC(C)=CCCC(C)=CCC1, [F-], C1CCOC1. The product is CC1=CC=C(C(C)C)C(=O)CC(C)=CCCC(C)=CCC1. RXN SMILES: [CH2:29]([N+:30]([CH2:31][CH2:32][CH2:33][CH3:34])([CH2:35][CH2:36][CH2:37][CH3:38])[CH2:39][CH2:40][CH2:41][CH3:42])[CH2:43][CH2:44][CH3:45].[CH3:1][CH:2]([CH3:3])[C:4]1=[CH:17][CH:16]=[C:15]([CH3:18])[CH2:14][CH2:13][CH:12]=[C:11]([CH3:19])[CH2:10][CH2:9][CH:8]=[C:7]([CH3:20])[CH2:6][C:5]1([O:23][Si:21]([CH3:22])([CH3:24])[CH3:25])[C:26]#[N:27].[F-:28].[O:46]1[CH2:47][CH2:48][CH2:49][CH2:50]1>>[CH3:1][CH:2]([CH3:3])[C:4]1=[CH:17][CH:16]=[C:15]([CH3:18])[CH2:14][CH2:13][CH:12]=[C:11]([CH3:19])[CH2:10][CH2:9][CH:8]=[C:7]([CH3:20])[CH2:6][C:5]1=[O:23]. Reactants: COC1=NC2=CC(=CN=C2C=C1)OC (2,7-bis(methoxy)-1,5-naphthyridine), Br (HBr). Run in C(C)(=O)O (acetic acid), C(C)(=O)O (acetic acid). Run at time 18 hour. Product: COC1=CN=C2C=CC(NC2=C1)=O (7-(methoxy)-1,5-naphthyridin-2(1H)-one). The yield is 86.3%. As a reaction SMILES: C[O:2][C:3]1[CH:12]=[CH:11][C:10]2[C:5](=[CH:6][C:7]([O:13][CH3:14])=[CH:8][N:9]=2)[N:4]=1.Br>C(O)(=O)C>[CH3:14][O:13][C:7]1[CH:6]=[C:5]2[C:10]([CH:11]=[CH:12][C:3](=[O:2])[NH:4]2)=[N:9][CH:8]=1. Procedure: 2,7-bis(methoxy)-1,5-naphthyridine (7.45 g, 39.210 mmol) stirred in glacial acetic acid (100 ml) at rt under argon, was treated with 33% HBr in acetic acid (100 ml). After stirring at rt for 18 h, the solvents were evaporated under reduced pressure (copious fumes of HBr were produced). The orange solid residue was stirred with water (ca. 250 ml) and the pH of the suspension was adjusted to ca. pH 6 by addition of solid sodium hydrogen carbonate. The mixture was then filtered and dried in a vacuu...